This data is from the Open Reaction Database (ORD), a public repository of structured organic reaction records. The task is: describe an organic reaction: reactants, conditions, products, and yield Reactants: C(C)OC(=O)C(C=1N=C(SC1)NC(=O)NC1=CC=CC=C1)=C1C(N(C(S1)=S)CC(=O)O)=O (5-{1-ethoxycarbonyl-1-[2-(3-phenylureido)thiazol-4-yl]methylene]rhodanine-3-acetic acid), C[O-].[Na+] (sodium methoxide), C(C)O (ethanol). Solvent: CCOCC (ether). Reaction conditions: time 1 hour. Product: O.O.O.O.C(C)OC(=O)C(C=1N=C(SC1)NC(=O)NC1=CC=CC=C1)=C1C(N(C(S1)=S)CC(=O)[O-])=O.[Na+] (Sodium 5-{1-ethoxycarbonyl-1-[2-(3-phenylureido)thiazol- 4-yl]met hylene]rhodanine-3-acetate tetrahydrate). RXN SMILES: [CH2:1]([O:3][C:4]([C:6](=[C:22]1[S:26][C:25](=[S:27])[N:24]([CH2:28][C:29]([OH:31])=[O:30])[C:23]1=[O:32])[C:7]1[N:8]=[C:9]([NH:12][C:13]([NH:15][C:16]2[CH:21]=[CH:20][CH:19]=[CH:18][CH:17]=2)=[O:14])[S:10][CH:11]=1)=[O:5])[CH3:2].C[O-:34].[Na+:35].C([OH:38])C>CCOCC>[OH2:3].[OH2:38].[OH2:34].[OH2:3].[CH2:1]([O:3][C:4]([C:6](=[C:22]1[S:26][C:25](=[S:27])[N:24]([CH2:28][C:29]([O-:31])=[O:30])[C:23]1=[O:32])[C:7]1[N:8]=[C:9]([NH:12][C:13]([NH:15][C:16]2[CH:17]=[CH:18][CH:19]=[CH:20][CH:21]=2)=[O:14])[S:10][CH:11]=1)=[O:5])[CH3:2].[Na+:35] |f:1.2,5.6.7.8.9.10|. Procedure: A mixture comprising 2.46 g of 5-{1-ethoxycarbonyl-1-[2-(3-phenylureido)thiazol-4-yl]methylene]rhodanine-3-acetic acid, 0.54 g of sodium methoxide and 30 ml of absolute ethanol was stirred for 1 hour under ice-cooling, then treated by ultrasonication at room temperature for 30 minutes. The reaction mixture was then poured into anhydrous ether and the crystalline product which precipitated out was collected by filtration, giving the desired compound as a reddish-brown powder.